Dataset: the Open Reaction Database (ORD), a public repository of structured organic reaction records. Task: describe an organic reaction: reactants, conditions, products, and yield The reactants are C(C1=CC=CC=C1)(=O)N1CC=2NC=3C=CC=CC3C(C2C1)=O (2-benzoyl-1,2,3,4-tetrahydro-9H-pyrrolo[3,4-b]quinolin-9-one), C[O-].[Na+] (sodium methylate). Solvent: solution, CO (methanol). Reaction conditions: time 4 hour. Yields the product C(C1=CC=CC=C1)(=O)N1CC=2N(C=3C=CC=CC3C(C2C1)=O)C (2-Benzoyl-1,2,3,4-tetrahydro-4-methyl-9H-pyrrolo-[3,4-b]quinolin-9-one). RXN SMILES: [C:1]([N:9]1[CH2:21][C:20]2[C:19](=[O:22])[C:18]3[CH:17]=[CH:16][CH:15]=[CH:14][C:13]=3[NH:12][C:11]=2[CH2:10]1)(=[O:8])[C:2]1[CH:7]=[CH:6][CH:5]=[CH:4][CH:3]=1.[CH3:23][O-].[Na+]>CO>[C:1]([N:9]1[CH2:21][C:20]2[C:19](=[O:22])[C:18]3[CH:17]=[CH:16][CH:15]=[CH:14][C:13]=3[N:12]([CH3:23])[C:11]=2[CH2:10]1)(=[O:8])[C:2]1[CH:3]=[CH:4][CH:5]=[CH:6][CH:7]=1 |f:1.2|. Procedure: 14.51 g (50 mmol) of the 2-benzoyl-1,2,3,4-tetrahydro-9H-pyrrolo[3,4-b]quinolin-9-one are dissolved in 50 ml of a 1 N solution of sodium methylate in absolute methanol, the solution concentrated by evaporation, the residue taken up in 150 ml of dimethyl formamide and 3.15 ml of methyl iodide are added. After stirring for 4 hours at room temperature, appoximately 100 ml of water are added to the mixture, filtration is effected and the residue is washed with water and dried. The 2-benzoyl-1,2,3,4-...